From a dataset of the Open Reaction Database (ORD), a public repository of structured organic reaction records. describe an organic reaction: reactants, conditions, products, and yield Procedure: A 10 mL round bottom flask fitted with magnetic stirrer and pressure-equalizing dropping funnel was charged with 3 mL of DMF which had been dried by vacuum distillation from CaH2. Methyl 6-hydroxy-2-naphthoate (1.01 g, 5 mmol) and t-butyldimethyl silyl chloride (0.83 g, 5.5 mmol) were added and the atmosphere replaced with nitrogen. A solution of imidazole (0.75 g, 11 mmol) in 3 mL of dry DMF was added via the dropping funnel over 15 minutes, and stirring continued for 4 hours. TLC analysis (SiO... Yield: 88.5%. Run in CN(C)C=O (DMF), C(C)(=O)OCC.CCCCCC (ethyl acetate hexane), CN(C)C=O (DMF). Run at time 4 hour. Yields the product [Si](C)(C)(C(C)(C)C)OC=1C=C2C=CC(=CC2=CC1)C(=O)OC (Methyl 6-tert-butyldimethylsilyloxy-2-naphthoate). Reactants: C(=O)([O-])[O-].[Na+].[Na+] (Na2CO3), OC=1C=C2C=CC(=CC2=CC1)C(=O)OC (Methyl 6-hydroxy-2-naphthoate), C(C)(C)(C)[Si](C)(C)Cl (t-butyldimethyl silyl chloride), N1C=NC=C1 (imidazole). Reaction SMILES: [OH:1][C:2]1[CH:3]=[C:4]2[C:9](=[CH:10][CH:11]=1)[CH:8]=[C:7]([C:12]([O:14][CH3:15])=[O:13])[CH:6]=[CH:5]2.[C:16]([Si:20](Cl)([CH3:22])[CH3:21])([CH3:19])([CH3:18])[CH3:17].N1C=CN=C1.C([O-])([O-])=O.[Na+].[Na+]>CN(C=O)C.C(OCC)(=O)C.CCCCCC>[Si:20]([O:1][C:2]1[CH:3]=[C:4]2[C:9](=[CH:10][CH:11]=1)[CH:8]=[C:7]([C:12]([O:14][CH3:15])=[O:13])[CH:6]=[CH:5]2)([C:16]([CH3:19])([CH3:18])[CH3:17])([CH3:22])[CH3:21] |f:3.4.5,7.8|. The reactants are CCCCOC(=O)NS(=O)(=O)NCC(=O)OCC, C1CCOC1, COc1ccc(CO)cc1, CC(C)OC(=O)N=NC(=O)OC(C)C, c1ccc(P(c2ccccc2)c2ccccc2)cc1. Yields the product CCCCOC(=O)N(Cc1ccc(OC)cc1)S(=O)(=O)NCC(=O)OCC. As a reaction SMILES: [CH2:30]([CH2:31][CH2:32][CH3:33])[O:34][C:35](=[O:36])[NH:37][S:38](=[O:39])(=[O:40])[NH:41][CH2:42][C:43](=[O:44])[O:45][CH2:46][CH3:47].[CH2:62]1[O:63][CH2:64][CH2:65][CH2:66]1.[CH3:1][O:2][c:3]1[cH:4][cH:5][c:6]([CH2:9][OH:10])[cH:7][cH:8]1.[O:48]=[C:49]([O:50][CH:51]([CH3:52])[CH3:53])[N:54]=[N:55][C:56]([O:57][CH:58]([CH3:59])[CH3:60])=[O:61].[c:11]1([P:12]([c:13]2[cH:14][cH:15][cH:16][cH:17][cH:18]2)[c:19]2[cH:20][cH:21][cH:22][cH:23][cH:24]2)[cH:25][cH:26][cH:27][cH:28][cH:29]1>>[CH3:1][O:2][c:3]1[cH:4][cH:5][c:6]([CH2:9][N:37]([C:35]([O:34][CH2:30][CH2:31][CH2:32][CH3:33])=[O:36])[S:38](=[O:39])(=[O:40])[NH:41][CH2:42][C:43](=[O:44])[O:45][CH2:46][CH3:47])[cH:7][cH:8]1. Starting materials: solid, Cl.Cl.Cl.O1CCC=2C1=C(N=CC2)N2CCN(CC2)CC[C@@H]2CC[C@H](CC2)N (trans-4-{2-[4-(2,3-dihydro-furo[2,3-c]pyridin-7-yl)-piperazin-1-yl]-ethyl}-cyclohexylamine trihydrochloride), Cl.Cl.Cl.O1CCC=2C1=C(N=CC2)N2CCN(CC2)CC[C@@H]2CC[C@H](CC2)N (trans-4-{2-[4-(2,3-dihydro-furo[2,3-c]pyridin-7-yl)-piperazin-1-yl]-ethyl}-cyclohexylamine trihydrochloride), N1(CCOCC1)C=1N=CC(=NC1)C(=O)O (5-morpholin-4-yl-pyrazine-2-carboxylic acid). Product: O1CCC=2C1=C(N=CC2)N2CCN(CC2)CC[C@@H]2CC[C@H](CC2)NC(=O)C2=NC=C(N=C2)N2CCOCC2 (5-Morpholin-4-yl-pyrazine-2-carboxylic acid trans-(4-{2-[4-(2,3-dihydro-furo[2,3-c]pyridin-7-yl)-piperazin-1-yl]-ethyl}-cyclohexyl)-amide). As a reaction SMILES: Cl.Cl.Cl.[O:4]1[C:8]2=[C:9]([N:13]3[CH2:18][CH2:17][N:16]([CH2:19][CH2:20][C@H:21]4[CH2:26][CH2:25][C@H:24]([NH2:27])[CH2:23][CH2:22]4)[CH2:15][CH2:14]3)[N:10]=[CH:11][CH:12]=[C:7]2[CH2:6][CH2:5]1.[N:28]1([C:34]2[N:35]=[CH:36][C:37]([C:40](O)=[O:41])=[N:38][CH:39]=2)[CH2:33][CH2:32][O:31][CH2:30][CH2:29]1>>[O:4]1[C:8]2=[C:9]([N:13]3[CH2:18][CH2:17][N:16]([CH2:19][CH2:20][C@H:21]4[CH2:26][CH2:25][C@H:24]([NH:27][C:40]([C:37]5[CH:36]=[N:35][C:34]([N:28]6[CH2:33][CH2:32][O:31][CH2:30][CH2:29]6)=[CH:39][N:38]=5)=[O:41])[CH2:23][CH2:22]4)[CH2:15][CH2:14]3)[N:10]=[CH:11][CH:12]=[C:7]2[CH2:6][CH2:5]1 |f:0.1.2.3|. Procedure details: The title compound, white solid (114 mg, 87%), MS (ISP) m/z=522.4 [(M+H)+], mp 200.5° C., was prepared in accordance with the general method of example 6 from trans-4-{2-[4-(2,3-dihydro-furo[2,3-c]pyridin-7-yl)-piperazin-1-yl]-ethyl}-cyclohexylamine trihydrochloride (intermediate B) (110 mg, 0.25 mmol) and 5-morpholin-4-yl-pyrazine-2-carboxylic acid. Procedure: The title compound, MS m/e (%): 307 (M+2, 100), was prepared in accordance with the general method of example 63 from 4-bromo-pyridine-2,6-diamine, O-mesitylene-sulfonylhydroxylamine, and salicylaldehyde. The purification was performed with reversed phase HPLC eluting with an acetonitrile/water gradient. Reaction SMILES: [Br:1][C:2]1[CH:7]=[C:6]([NH2:8])[N:5]=[C:4]([NH2:9])[CH:3]=1.C1(C)C=C(C)C=C(C)C=1S(O[NH2:22])(=O)=O.[CH:24](=O)[C:25]1[C:26](=[CH:28][CH:29]=[CH:30][CH:31]=1)[OH:27]>>[NH2:8][C:6]1[N:5]2[N:22]=[C:24]([C:25]3[CH:31]=[CH:30][CH:29]=[CH:28][C:26]=3[OH:27])[N:9]=[C:4]2[CH:3]=[C:2]([Br:1])[CH:7]=1. Product: NC1=CC(=CC=2N1N=C(N2)C2=C(C=CC=C2)O)Br (2-(5-Amino-7-bromo-[1,2,4]triazolo[1,5-a]pyridin-2-yl)-phenol). Reactants: BrC1=CC(=NC(=C1)N)N (4-bromo-pyridine-2,6-diamine), C1(=C(C(=CC(=C1)C)C)S(=O)(=O)ON)C (O-mesitylene-sulfonylhydroxylamine), C(C=1C(O)=CC=CC1)=O (salicylaldehyde). The reactants are [Li]CCCC, [Cl-], [Cl-], Clc1ccc(-c2cccs2)cc1, Cl, CCOC(=O)c1ccc(I)cc1, C1CCOC1, [Zn+2], c1ccc(P(c2ccccc2)(c2ccccc2)[Pd](P(c2ccccc2)(c2ccccc2)c2ccccc2)(P(c2ccccc2)(c2ccccc2)c2ccccc2)P(c2ccccc2)(c2ccccc2)c2ccccc2)cc1. The product is CCOC(=O)c1ccc(-c2ccc(-c3ccc(Cl)cc3)s2)cc1. RXN SMILES: [CH2:13]([Li:14])[CH2:15][CH2:16][CH3:17].[Cl-:36].[Cl-:38].[Cl:1][c:2]1[cH:3][cH:4][c:5](-[c:8]2[s:9][cH:10][cH:11][cH:12]2)[cH:6][cH:7]1.[ClH:30].[I:18][c:19]1[cH:20][cH:21][c:22]([C:23](=[O:24])[O:25][CH2:26][CH3:27])[cH:28][cH:29]1.[O:31]1[CH2:32][CH2:33][CH2:34][CH2:35]1.[Zn+2:37].[cH:39]1[cH:40][cH:41][c:42]([P:43]([Pd:44]([P:45]([c:46]2[cH:47][cH:48][cH:49][cH:50][cH:51]2)([c:52]2[cH:53][cH:54][cH:55][cH:56][cH:57]2)[c:58]2[cH:59][cH:60][cH:61][cH:62][cH:63]2)([P:64]([c:65]2[cH:66][cH:67][cH:68][cH:69][cH:70]2)([c:71]2[cH:72][cH:73][cH:74][cH:75][cH:76]2)[c:77]2[cH:78][cH:79][cH:80][cH:81][cH:82]2)[P:83]([c:84]2[cH:85][cH:86][cH:87][cH:88][cH:89]2)([c:90]2[cH:91][cH:92][cH:93][cH:94][cH:95]2)[c:96]2[cH:97][cH:98][cH:99][cH:100][cH:101]2)([c:102]2[cH:103][cH:104][cH:105][cH:106][cH:107]2)[c:108]2[cH:109][cH:110][cH:111][cH:112][cH:113]2)[cH:114][cH:115]1>>[Cl:1][c:2]1[cH:3][cH:4][c:5](-[c:8]2[s:9][c:10](-[c:19]3[cH:20][cH:21][c:22]([C:23](=[O:24])[O:25][CH2:26][CH3:27])[cH:28][cH:29]3)[cH:11][cH:12]2)[cH:6][cH:7]1. Reactants: CCCCc1nnc(OCC2CN(C(=O)OC(C)(C)C)CCC2O)cc1-c1ccc(OC2CCCCC2)cc1, C1CCOC1, O=C(O)c1ccc([N+](=O)[O-])cc1, CC(C)OC(=O)N=NC(=O)OC(C)C, c1ccc(P(c2ccccc2)c2ccccc2)cc1. Yields the product CCCCc1nnc(OCC2CN(C(=O)OC(C)(C)C)CCC2OC(=O)c2ccc([N+](=O)[O-])cc2)cc1-c1ccc(OC2CCCCC2)cc1. As a reaction SMILES: [C:1]([CH3:2])([CH3:3])([CH3:4])[O:5][C:6](=[O:7])[N:8]1[CH2:9][CH:10]([CH2:15][O:16][c:17]2[n:18][n:19][c:20]([CH2:36][CH2:37][CH2:38][CH3:39])[c:21](-[c:23]3[cH:24][cH:25][c:26]([O:29][CH:30]4[CH2:31][CH2:32][CH2:33][CH2:34][CH2:35]4)[cH:27][cH:28]3)[cH:22]2)[CH:11]([OH:14])[CH2:12][CH2:13]1.[CH2:85]1[O:86][CH2:87][CH2:88][CH2:89]1.[N+:59](=[O:60])([O-:61])[c:62]1[cH:63][cH:64][c:65]([C:66](=[O:67])[OH:68])[cH:69][cH:70]1.[O:71]=[C:72]([O:73][CH:74]([CH3:75])[CH3:76])[N:77]=[N:78][C:79]([O:80][CH:81]([CH3:82])[CH3:83])=[O:84].[c:40]1([P:41]([c:42]2[cH:43][cH:44][cH:45][cH:46][cH:47]2)[c:48]2[cH:49][cH:50][cH:51][cH:52][cH:53]2)[cH:54][cH:55][cH:56][cH:57][cH:58]1>>[C:1]([CH3:2])([CH3:3])([CH3:4])[O:5][C:6](=[O:7])[N:8]1[CH2:9][CH:10]([CH2:15][O:16][c:17]2[n:18][n:19][c:20]([CH2:36][CH2:37][CH2:38][CH3:39])[c:21](-[c:23]3[cH:24][cH:25][c:26]([O:29][CH:30]4[CH2:31][CH2:32][CH2:33][CH2:34][CH2:35]4)[cH:27][cH:28]3)[cH:22]2)[CH:11]([O:14][C:66]([c:65]2[cH:64][cH:63][c:62]([N+:59](=[O:60])[O-:61])[cH:70][cH:69]2)=[O:67])[CH2:12][CH2:13]1. Starting materials: C1CCOC1, CNCCNC, O=[N+]([O-])c1ccc2nc(Cl)sc2c1. Product: CNCCN(C)c1nc2ccc([N+](=O)[O-])cc2s1. Reaction SMILES: [CH2:20]1[O:21][CH2:22][CH2:23][CH2:24]1.[CH3:14][NH:15][CH2:16][CH2:17][NH:18][CH3:19].[Cl:1][c:2]1[s:3][c:4]2[c:5]([n:6]1)[cH:7][cH:8][c:9]([N+:11](=[O:12])[O-:13])[cH:10]2>>[c:2]1([N:15]([CH3:14])[CH2:16][CH2:17][NH:18][CH3:19])[s:3][c:4]2[c:5]([n:6]1)[cH:7][cH:8][c:9]([N+:11](=[O:12])[O-:13])[cH:10]2.